This data is from the Open Reaction Database (ORD), a public repository of structured organic reaction records. The task is: describe an organic reaction: reactants, conditions, products, and yield Reactants: COC=1C=CC(=C(NC)C1)[N+](=O)[O-] (5-methoxy-N-methyl-2-nitroaniline), CO (methanol). Reagents/catalysts: [Pd] (palladium/carbon). Run at time 8 hour. Product: COC=1C=CC2=C(N(C=N2)C)C1 (6-methoxy-1-methyl-1H-benzoimidazole). The yield is 60.0%. As a reaction SMILES: [CH3:1][O:2][C:3]1[CH:4]=[CH:5][C:6]([N+:11]([O-])=O)=[C:7]([CH:10]=1)[NH:8][CH3:9].[CH3:14]O>[Pd]>[CH3:1][O:2][C:3]1[CH:4]=[CH:5][C:6]2[N:11]=[CH:9][N:8]([CH3:14])[C:7]=2[CH:10]=1. Procedure: To a solution (200 mL) of 5-methoxy-N-methyl-2-nitroaniline (6.30 g) synthesized above in methanol was added 10% palladium/carbon (1.00 g) and the mixture was stirred under hydrogen atmosphere overnight at room temperature. Palladium/carbon was filtered off, and the filtrate was concentrated. A solution (150 mL) of the residue in formic acid was stirred overnight with heating under reflux, and concentrated under reduced pressure. The residue was purified by silica gel column chromatography (25% ... The reactants are ( a ), OC1CCN(CC1)C\C=C\COC1=C(C=CC=C1)[N+](=O)[O-] (4-hydroxy-1-[4-(2-nitrophenoxy)-2(E)-butenyl]piperidine), S1C=C(C=C1)C(C1=CSC=C1)Cl (di(3-thienyl)methyl chloride), OC1CCN(CC1)C\C=C\COC1=C(C=CC=C1)[N+](=O)[O-] (4-hydroxy-1-[4-(2-nitrophenoxy)-2(E)-butenyl]piperidine). Yields the product S1C=C(C=C1)C(OC1CCN(CC1)C\C=C\COC1=C(C=CC=C1)[N+](=O)[O-])C1=CSC=C1 (4-di(3-thienyl)methoxy-1-[4-(2-nitrophenoxy)-2(E)-butenyl]piperidine). RXN SMILES: [S:1]1[CH:5]=[CH:4][C:3]([CH:6](Cl)[C:7]2[CH:11]=[CH:10][S:9][CH:8]=2)=[CH:2]1.[OH:13][CH:14]1[CH2:19][CH2:18][N:17]([CH2:20]/[CH:21]=[CH:22]/[CH2:23][O:24][C:25]2[CH:30]=[CH:29][CH:28]=[CH:27][C:26]=2[N+:31]([O-:33])=[O:32])[CH2:16][CH2:15]1>>[S:1]1[CH:5]=[CH:4][C:3]([CH:6]([C:7]2[CH:11]=[CH:10][S:9][CH:8]=2)[O:13][CH:14]2[CH2:15][CH2:16][N:17]([CH2:20]/[CH:21]=[CH:22]/[CH2:23][O:24][C:25]3[CH:30]=[CH:29][CH:28]=[CH:27][C:26]=3[N+:31]([O-:33])=[O:32])[CH2:18][CH2:19]2)=[CH:2]1. Procedure details: The procedure of Example 39 (a) was repeated except for using di(3-thienyl)methyl chloride and 4-hydroxy-1-[4-(2-nitrophenoxy)-2(E)-butenyl]piperidine instead of phenyl-2-thienylmethyl chloride and 4-hydroxy-1-[4-(2-nitrophenoxy)-2(E)-butenyl]piperidine to give oily 4-di(3-thienyl)methoxy-1-[4-(2-nitrophenoxy)-2(E)-butenyl]piperidine. The reactants are BrCc1ccc2ccccc2c1, CC(N)=S, ClC(Cl)Cl. The product is Br, CC(=N)SCc1ccc2ccccc2c1. Reaction SMILES: [Br:5][CH2:6][c:7]1[cH:8][c:9]2[cH:10][cH:11][cH:12][cH:13][c:14]2[cH:15][cH:16]1.[CH3:1][C:2]([NH2:3])=[S:4].[Cl:17][CH:18]([Cl:19])[Cl:20]>>[BrH:5].[CH3:1][C:2](=[NH:3])[S:4][CH2:6][c:7]1[cH:8][c:9]2[cH:10][cH:11][cH:12][cH:13][c:14]2[cH:15][cH:16]1. Starting materials: FC(C(=O)O)(F)F.ClC1=CC=C2C(=C1)NC(C21C(NC(C1C1=C(C(=CC=C1)Cl)F)C(=O)O)CC(C)(C)C)=O (rac-(2′S,3′R,4′S,5′R)-6-chloro-4′-(3-chloro-2-fluoro-phenyl)-2′-(2,2-dimethyl-propyl)-2-oxo-1,2-dihydro-spiro[indole-3,3′-pyrrolidine]-5′-carboxylic acid trifluoroacetic acid), NC=1C=NC(=CC1)C#N (3-amino-6-cyanopyridine), C(C)(C)N(CC)C(C)C (diisopropylethylamine), C1(=CC=CC=C1)P(=O)(C1=CC=CC=C1)Cl (diphenylphosphinic chloride). The product is C(#N)C1=CC=C(C=N1)NC(=O)C1C(C2(C(N1)CC(C)(C)C)C(NC1=CC(=CC=C12)Cl)=O)C1=C(C(=CC=C1)Cl)F (rac-(2′S,3′R,4′S,5′R)-6-chloro-4′-(3-chloro-2-fluoro-phenyl)-2′-(2,2-dimethyl-propyl)-2-oxo-1,2-dihydro-spiro[indole-3,3′-pyrrolidine]-5′-carboxylic acid (6-cyano-pyridin-3-yl)-amide). The yield is 37.2%. As a reaction SMILES: FC(F)(F)C(O)=O.[Cl:8][C:9]1[CH:14]=[C:13]2[NH:15][C:16](=[O:38])[C:17]3([CH:21]([C:22]4[CH:27]=[CH:26][CH:25]=[C:24]([Cl:28])[C:23]=4[F:29])[CH:20]([C:30]([OH:32])=O)[NH:19][CH:18]3[CH2:33][C:34]([CH3:37])([CH3:36])[CH3:35])[C:12]2=[CH:11][CH:10]=1.C(N(C(C)C)CC)(C)C.C1(P(Cl)(C2C=CC=CC=2)=O)C=CC=CC=1.[NH2:63][C:64]1[CH:65]=[N:66][C:67]([C:70]#[N:71])=[CH:68][CH:69]=1>>[C:70]([C:67]1[N:66]=[CH:65][C:64]([NH:63][C:30]([CH:20]2[NH:19][CH:18]([CH2:33][C:34]([CH3:36])([CH3:35])[CH3:37])[C:17]3([C:12]4[C:13](=[CH:14][C:9]([Cl:8])=[CH:10][CH:11]=4)[NH:15][C:16]3=[O:38])[CH:21]2[C:22]2[CH:27]=[CH:26][CH:25]=[C:24]([Cl:28])[C:23]=2[F:29])=[O:32])=[CH:69][CH:68]=1)#[N:71] |f:0.1|. Procedure: In a manner similar to the method described in Example 5, rac-(2′S,3′R,4′S,5′R)-6-chloro-4′-(3-chloro-2-fluoro-phenyl)-2′-(2,2-dimethyl-propyl)-2-oxo-1,2-dihydro-spiro[indole-3,3′-pyrrolidine]-5′-carboxylic acid trifluoroacetic acid prepared in Example 4 (0.33 g, 0.57 mmol), was reacted with diisopropylethylamine (0.37 g, 2.9 mmol), diphenylphosphinic chloride (0.27 g, 1.1 mmol), then reacted with 3-amino-6-cyanopyridine (Aldrich) (0.1 g, 0.9 mmol) to give rac-(2′S,3′R,4′S,5′R)-6-chloro-4′-(3-ch... Reactants: C(/C(/Br)=C(/Br)\C=O)(=O)O (mucobromic acid), Cl.Cl.C(C1=CC=CC=C1)NN (benzylhydrazine dihydrochloride), O (water). Solvent: C(C)O (ethanol). Product: C(C1=CC=CC=C1)N1N=CC(=C(C1=O)Br)Br (2-benzyl-4.5-dibromo-2H-pyridazin-3-one). The yield is 54.4%. RXN SMILES: [C:1](O)(=O)/[C:2](=[C:4](\[CH:6]=[O:7])/[Br:5])/[Br:3].Cl.Cl.[CH2:12]([NH:19][NH2:20])[C:13]1[CH:18]=[CH:17][CH:16]=[CH:15][CH:14]=1.O>C(O)C>[CH2:12]([N:19]1[C:6](=[O:7])[C:4]([Br:5])=[C:2]([Br:3])[CH:1]=[N:20]1)[C:13]1[CH:18]=[CH:17][CH:16]=[CH:15][CH:14]=1 |f:1.2.3|. Reported procedure: Alternatively, a suspension of mucobromic acid (80 g., 310 mmol.) and benzylhydrazine dihydrochloride (60 g., 310 mmol.) in ethanol was heated to reflux for 16 hours. It was cooled to r.t. and under vigourous stirring water (50 mL) was added. The suspension was cooled in an ice bath and then filtered. The solid was washed with 95% aqueous ethanol and air dried. It was swished in hexanes (200 mL) and diethyl ether (25 mL), filtered and air dried to yield the title compound(58 g.). The reactants are CC1=CC=NO1 (5-methylisoxazole), C(C)[O-].[Na+] (sodium ethanolate), FC(C=1C=C(C=CC1)NC(=CC#N)C)(F)F (3-{[3-(Trifluoromethyl)phenyl]amino}-2-butenenitrile), C(=O)C1=CC=C(C#N)C=C1 (4-formylbenzonitrile), N1CCCCC1 (piperidine). Run in C(C)O (ethanol). Conditions: time 1 hour. Yields the product C(C)(=O)C=1C(C(=C(N(C1N)C1=CC(=CC=C1)C(F)(F)F)C)C#N)C1=CC=C(C=C1)C#N (5-Acetyl-6-amino-4-(4-cyanophenyl)-2-methyl-1-[3-(trifluoromethyl)phenyl]-1,4-dihydro-3-pyridinecarbonitrile). As a reaction SMILES: [CH3:1][C:2]1[O:6][N:5]=[CH:4][CH:3]=1.C([O-])C.[Na+].[F:11][C:12]([F:26])([F:25])[C:13]1[CH:14]=[C:15]([NH:19][C:20]([CH3:24])=[CH:21][C:22]#[N:23])[CH:16]=[CH:17][CH:18]=1.[CH:27]([C:29]1[CH:36]=[CH:35][C:32]([C:33]#[N:34])=[CH:31][CH:30]=1)=O.N1CCCCC1>C(O)C>[C:2]([C:3]1[CH:27]([C:29]2[CH:36]=[CH:35][C:32]([C:33]#[N:34])=[CH:31][CH:30]=2)[C:21]([C:22]#[N:23])=[C:20]([CH3:24])[N:19]([C:15]2[CH:16]=[CH:17][CH:18]=[C:13]([C:12]([F:25])([F:26])[F:11])[CH:14]=2)[C:4]=1[NH2:5])(=[O:6])[CH3:1] |f:1.2|. Procedure: Under argon, 100 mg (1.20 mmol) 5-methylisoxazole are dissolved in 2 ml ethanol and 81.90 mg (1.20 mmol) sodium ethanolate are added. The mixture is stirred at room temperature for one hour. Then 272.24 mg (1.20 mmol) of the compound of Example 2A, 157.82 mg (1.20 mmol) 4-formylbenzonitrile and 10.25 mg (11.90 μl, 0.12 mmol) piperidine are added to the mixture which is stirred at reflux overnight. After the reaction is finished, the mixture is purified by preparative HPLC. The product is Cl.Cl.CC=1N(C(=CN1)[N+](=O)[O-])CCN(CCCCCCCCN(CCN1C(=NC=C1[N+](=O)[O-])C)CCN1C(=NC=C1[N+](=O)[O-])C)CCN1C(=NC=C1[N+](=O)[O-])C (N, N, N', N'-tetra[2'-(2-methyl-5-nitro-1-imidazolyl) ethyl]-1,8-octanediamine-2HCl). RXN SMILES: [CH3:1][C:2]1[N:3]([CH2:10][CH2:11][N:12]([CH2:44][CH2:45][N:46]2[C:50]([N+:51]([O-:53])=[O:52])=[CH:49][N:48]=[C:47]2[CH3:54])[CH2:13][CH2:14][CH2:15][CH2:16][CH2:17][CH2:18][CH2:19][CH2:20][N:21]([CH2:33][CH2:34][N:35]2[C:39]([N+:40]([O-:42])=[O:41])=[CH:38][N:37]=[C:36]2[CH3:43])[CH2:22][CH2:23][N:24]2[C:28]([N+:29]([O-:31])=[O:30])=[CH:27][N:26]=[C:25]2[CH3:32])[C:4]([N+:7]([O-:9])=[O:8])=[CH:5][N:6]=1.[ClH:55].CCOCC>CO>[ClH:55].[ClH:55].[CH3:32][C:25]1[N:24]([CH2:23][CH2:22][N:21]([CH2:33][CH2:34][N:35]2[C:39]([N+:40]([O-:42])=[O:41])=[CH:38][N:37]=[C:36]2[CH3:43])[CH2:20][CH2:19][CH2:18][CH2:17][CH2:16][CH2:15][CH2:14][CH2:13][N:12]([CH2:44][CH2:45][N:46]2[C:50]([N+:51]([O-:53])=[O:52])=[CH:49][N:48]=[C:47]2[CH3:54])[CH2:11][CH2:10][N:3]2[C:4]([N+:7]([O-:9])=[O:8])=[CH:5][N:6]=[C:2]2[CH3:1])[C:28]([N+:29]([O-:31])=[O:30])=[CH:27][N:26]=1 |f:4.5.6|. Starting materials: Cl (hydrochloric acid), CC=1N(C(=CN1)[N+](=O)[O-])CCN(CCCCCCCCN(CCN1C(=NC=C1[N+](=O)[O-])C)CCN1C(=NC=C1[N+](=O)[O-])C)CCN1C(=NC=C1[N+](=O)[O-])C (N, N, N', N'-tetra[2'-(2-methyl-5-nitro-1-imidazolyl) ethyl]-1,8-octanediamine), CCOCC (Ether). Solvent: CO (methanol). Reported procedure: N, N, N', N'-tetra[2'-(2-methyl-5-nitro-1-imidazolyl) ethyl]-1,8-octanediamine free base (1 g) is dissolved in 50 ml of warm methanol. To this solution, 5 ml of about 4 N ethanolic hydrochloric acid is added. Ether (20 ml) is then added slowly. The mixture solution is cooled and kept at 4° C. to facilitate precipitation. The precipitate is then collected by suction filtration, and recrystallized with methanol/ether to yield N, N, N', N'-tetra[2'-(2-methyl-5-nitro-1-imidazolyl) ethyl]-1,8-octaned...